From a dataset of the Open Reaction Database (ORD), a public repository of structured organic reaction records. describe an organic reaction: reactants, conditions, products, and yield Starting materials: COC(CCC1NC(CC1C1=CC=C(C=C1)C(F)(F)F)=O)=O (5-oxo-3-[4-(trifluoromethyl)phenyl]-2-pyrrolidinepropanoic acid methyl ester), C(C)OC(CCC1NCCC1)=O (2-pyrrolidinepropanoic acid ethyl ester), Cl (hydrochloric acid). Run in [OH-].[Na+] (sodium hydroxide). The product is O=C1CCC(N1)C(CC(=O)O)C1=CC=C(C=C1)C(F)(F)F (5-oxo-β-[4-(trifluoromethyl)phenyl]-2-pyrrolidinepropanoic acid), O=C1CC(C(N1)CCC(=O)O)C1=CC=C(C=C1)C(F)(F)F (5-oxo-3-[4-(trifluoromethyl)phenyl]-2-pyrrolidinepropanoic acid). As a reaction SMILES: C[O:2][C:3](=[O:22])[CH2:4][CH2:5][CH:6]1[CH:10]([C:11]2[CH:16]=[CH:15][C:14]([C:17]([F:20])([F:19])[F:18])=[CH:13][CH:12]=2)[CH2:9][C:8](=[O:21])[NH:7]1.C([O:25]C(=O)CCC1CCCN1)C.Cl>[OH-].[Na+]>[O:22]=[C:3]1[NH:7][CH:6]([CH:10]([C:11]2[CH:16]=[CH:15][C:14]([C:17]([F:20])([F:19])[F:18])=[CH:13][CH:12]=2)[CH2:9][C:8]([OH:25])=[O:21])[CH2:5][CH2:4]1.[O:21]=[C:8]1[NH:7][CH:6]([CH2:5][CH2:4][C:3]([OH:22])=[O:2])[CH:10]([C:11]2[CH:16]=[CH:15][C:14]([C:17]([F:20])([F:18])[F:19])=[CH:13][CH:12]=2)[CH2:9]1 |f:3.4|. Procedure details: A solution of 93.4 g of 5-oxo-3-[4-(trifluoromethyl)phenyl]-2-pyrrolidinepropanoic acid methyl ester and 5-oxo-β-[4-trifluoromethyl)phenyl]-2-pyrrolidinepropanoic acid ethyl ester in aqueous sodium hydroxide solution (1 N, 370 ml) is heated to 60° C. for four hours. Excess aqueous hydrochloric acid (1 N, 370 ml) is added and the solution is con25 centrated under reduced pressure to give 5-oxo-β-[4-(trifluoromethyl)phenyl]-2-pyrrolidinepropanoic acid and 5-oxo-3-[4-(trifluoromethyl)phenyl]-2-pyrr...